This data is from the Open Reaction Database (ORD), a public repository of structured organic reaction records. The task is: describe an organic reaction: reactants, conditions, products, and yield The reactants are CCOC(=O)C(C)(C)CCCBr, Cc1ccc(C(C)(CO)CCCCBr)cc1, CO, ClCCl. The product is CC(C)(CO)CCCBr. As a reaction SMILES: [Br:17][CH2:18][CH2:19][CH2:20][C:21]([C:22](=[O:23])[O:24][CH2:25][CH3:26])([CH3:27])[CH3:28].[Br:1][CH2:2][CH2:3][CH2:4][CH2:5][C:6]([CH3:7])([c:8]1[cH:9][cH:10][c:11]([CH3:12])[cH:13][cH:14]1)[CH2:15][OH:16].[CH3:29][OH:30].[Cl:31][CH2:32][Cl:33]>>[Br:17][CH2:18][CH2:19][CH2:20][C:21]([CH2:22][OH:23])([CH3:27])[CH3:28]. Reactants: CO, CCO, Cc1cc(C)n(-c2cnc(C=NO)c(Nc3ccc(Cl)cc3)n2)n1. Yields the product Cc1cc(C)n(-c2cnc(CN)c(Nc3ccc(Cl)cc3)n2)n1. RXN SMILES: [CH3:25][OH:26].[CH3:27][CH2:28][OH:29].[Cl:1][c:2]1[cH:3][cH:4][c:5]([NH:8][c:9]2[c:10]([CH:22]=[N:23][OH:24])[n:11][cH:12][c:13](-[n:15]3[n:16][c:17]([CH3:21])[cH:18][c:19]3[CH3:20])[n:14]2)[cH:6][cH:7]1>>[Cl:1][c:2]1[cH:3][cH:4][c:5]([NH:8][c:9]2[c:10]([CH2:22][NH2:23])[n:11][cH:12][c:13](-[n:15]3[n:16][c:17]([CH3:21])[cH:18][c:19]3[CH3:20])[n:14]2)[cH:6][cH:7]1. Starting materials: CN(CCN(C)C)C (tetramethylethylenediamine), [H-].C(C(C)C)[Al+]CC(C)C (diisobutylaluminum hydride), CCCCCC (hexane), COC1=CC=C(C=C1)C=1SC=CC1C1=CC=C(C=C1)OC (2,3-bis(4-methoxyphenyl)thiophene), C(CCC)[Li] (n-butyl lithium), C[Si](Cl)(Cl)C (dimethyldichlorosilane). Solvent: C(C)OCC (diethyl ether), C(C)OCC (diethyl ether). Conditions: time 2.5 hour. Product: COC1=CC=C(C=C1)C=1SC(=CC1C1=CC=C(C=C1)OC)[SiH](C)C (2,3-Bis(4-methoxyphenyl)-5-(dimethylsilyl)thiophene). Reaction SMILES: [CH3:1][O:2][C:3]1[CH:8]=[CH:7][C:6]([C:9]2[S:10][CH:11]=[CH:12][C:13]=2[C:14]2[CH:19]=[CH:18][C:17]([O:20][CH3:21])=[CH:16][CH:15]=2)=[CH:5][CH:4]=1.C([Li])CCC.[CH3:27][Si:28]([CH3:31])(Cl)Cl.CN(C)CCN(C)C.[H-].C([Al+]CC(C)C)C(C)C.CCCCCC>C(OCC)C>[CH3:1][O:2][C:3]1[CH:4]=[CH:5][C:6]([C:9]2[S:10][C:11]([SiH:28]([CH3:31])[CH3:27])=[CH:12][C:13]=2[C:14]2[CH:19]=[CH:18][C:17]([O:20][CH3:21])=[CH:16][CH:15]=2)=[CH:7][CH:8]=1 |f:4.5|. Reported procedure: A solution of 2,3-bis(4-methoxyphenyl)thiophene (5.92 g, 20 mmole) in 100 ml diethyl ether/20 ml toluene was treated with 1.6 M n-butyl lithium (14 ml, 1.12 equiv.) and heated at reflux for 1.5 hours. The reaction mixture was cooled to -76° and cannulated into a solution of dimethyldichlorosilane (4.6 ml, 1.9 equiv.) in 40 ml diethyl ether at -76°. After 2.5 hours, the reaction mixture was treated with a diisobutylaluminum hydride tetramethylethylenediamine complex prepared by addition of tetram... Reactants: CC(C)C(=O)Nc1cccc(C2CCNCC2)c1, O=C(CCCl)c1ccc(F)cc1, [K+], [K+], O=C([O-])[O-]. The product is CC(C)C(=O)Nc1cccc(C2CCN(CCC(=O)c3ccc(F)cc3)CC2)c1. As a reaction SMILES: [CH3:19][CH:20]([C:21](=[O:22])[NH:23][c:24]1[cH:25][c:26]([CH:30]2[CH2:31][CH2:32][NH:33][CH2:34][CH2:35]2)[cH:27][cH:28][cH:29]1)[CH3:36].[Cl:7][CH2:8][CH2:9][C:10](=[O:11])[c:12]1[cH:13][cH:14][c:15]([F:18])[cH:16][cH:17]1.[K+:1].[K+:2].[O-:3][C:4]([O-:5])=[O:6]>>[CH2:8]([CH2:9][C:10](=[O:11])[c:12]1[cH:13][cH:14][c:15]([F:18])[cH:16][cH:17]1)[N:33]1[CH2:32][CH2:31][CH:30]([c:26]2[cH:25][c:24]([NH:23][C:21]([CH:20]([CH3:19])[CH3:36])=[O:22])[cH:29][cH:28][cH:27]2)[CH2:35][CH2:34]1. Reactants: COCCN1CCc2ccc(N)cc2CC1, N#CCOc1cccc(F)c1Nc1nc(Cl)ncc1Cl. The product is COCCN1CCc2ccc(Nc3ncc(Cl)c(Nc4c(F)cccc4OCC#N)n3)cc2CC1. As a reaction SMILES: [CH3:21][O:22][CH2:23][CH2:24][N:25]1[CH2:26][CH2:27][c:28]2[c:29]([cH:32][c:33]([NH2:36])[cH:34][cH:35]2)[CH2:30][CH2:31]1.[Cl:1][c:2]1[n:3][cH:4][c:5]([Cl:20])[c:6]([NH:8][c:9]2[c:10]([O:11][CH2:12][C:13]#[N:14])[cH:15][cH:16][cH:17][c:18]2[F:19])[n:7]1>>[c:2]1([NH:36][c:33]2[cH:32][c:29]3[c:28]([cH:35][cH:34]2)[CH2:27][CH2:26][N:25]([CH2:24][CH2:23][O:22][CH3:21])[CH2:31][CH2:30]3)[n:3][cH:4][c:5]([Cl:20])[c:6]([NH:8][c:9]2[c:10]([O:11][CH2:12][C:13]#[N:14])[cH:15][cH:16][cH:17][c:18]2[F:19])[n:7]1. Starting materials: C1(CCCC1)C1(C(C2=C(C(=C(C=C2C1)O)C)Cl)=O)C (2-cyclopentyl-2,6-dimethyl-5-hydroxy-7-chloro-1-indanone), [H-].COCCO[Al+]OCCOC.[Na+].[H-] (sodium bis-(2-methoxyethoxy)-aluminum hydride). The solvent is O1CCCC1 (tetrahydrofuran). The product is C1(CCCC1)C1(C(C2=C(C(=C(C=C2C1)O)C)Cl)O)C (2-Cyclopentyl-2,6-dimethyl-7-chloroindan-1,5-diol). As a reaction SMILES: [CH:1]1([C:6]2([CH3:19])[CH2:14][C:13]3[C:8](=[C:9]([Cl:17])[C:10]([CH3:16])=[C:11]([OH:15])[CH:12]=3)[C:7]2=[O:18])[CH2:5][CH2:4][CH2:3][CH2:2]1.[H-].COCCO[Al+]OCCOC.[Na+].[H-]>O1CCCC1>[CH:1]1([C:6]2([CH3:19])[CH2:14][C:13]3[C:8](=[C:9]([Cl:17])[C:10]([CH3:16])=[C:11]([OH:15])[CH:12]=3)[CH:7]2[OH:18])[CH2:2][CH2:3][CH2:4][CH2:5]1 |f:1.2.3.4|. Reported procedure: 2-Cyclopentyl-2,6-dimethyl-7-chloroindan-1,5-diol is prepared following substantially the same procedure described in Example 4, Step E, using the following substances: 2-cyclopentyl-2,6-dimethyl-5-hydroxy-7-chloro-1-indanone (8.37 g., 0.03 mole); sodium bis-(2-methoxyethoxy)-aluminum hydride (70% in [10 ml.]); and tetrahydrofuran (100 ml.). The reactants are OCCC=1NC2=CC=C(C=C2C1)CC(=O)OC (methyl 2-(2-hydroxyethyl)indole-5-acetate), CC(CC1=NOC2=C1C=CC(=C2CCC)O)(C)C (3-(2,2-dimethylpropyl)-7-propyl-6-hydroxybenz[4,5]isoxazole). Yields the product CC(CC1=NOC2=C1C=CC(=C2CCC)OCCC=2NC1=CC=C(C=C1C2)CC(=O)O)(C)C (2-(2-(3-(2,2-Dimethylpropyl)-7-propylbenz[4,5]isoxazol-6-yloxy)ethyl)indole-5-acetic Acid). Reaction SMILES: [OH:1][CH2:2][CH2:3][C:4]1[NH:5][C:6]2[C:11]([CH:12]=1)=[CH:10][C:9]([CH2:13][C:14]([O:16]C)=[O:15])=[CH:8][CH:7]=2.[CH3:18][C:19]([CH3:35])([CH3:34])[CH2:20][C:21]1[C:25]2[CH:26]=[CH:27][C:28](O)=[C:29]([CH2:30][CH2:31][CH3:32])[C:24]=2[O:23][N:22]=1>>[CH3:18][C:19]([CH3:34])([CH3:35])[CH2:20][C:21]1[C:25]2[CH:26]=[CH:27][C:28]([O:1][CH2:2][CH2:3][C:4]3[NH:5][C:6]4[C:11]([CH:12]=3)=[CH:10][C:9]([CH2:13][C:14]([OH:16])=[O:15])=[CH:8][CH:7]=4)=[C:29]([CH2:30][CH2:31][CH3:32])[C:24]=2[O:23][N:22]=1. Procedure details: Using the procedures in Example 1, steps F and G, the title compound was prepared from methyl 2-(2-hydroxyethyl)indole-5-acetate and 3-(2,2-dimethylpropyl)-7-propyl-6-hydroxybenz[4,5]isoxazole. Starting materials: O=C([O-])[O-], CC(=O)OC(C)=O, COc1ccc(C=NO)cc1C, [Na+], [Na+]. Yields the product COc1ccc(C#N)cc1C. RXN SMILES: [C:13](=[O:14])([O-:15])[O-:16].[CH3:19][C:20]([O:21][C:22](=[O:23])[CH3:24])=[O:25].[CH3:1][O:2][c:3]1[c:4]([CH3:12])[cH:5][c:6]([CH:7]=[N:8][OH:9])[cH:10][cH:11]1.[Na+:17].[Na+:18]>>[CH3:1][O:2][c:3]1[c:4]([CH3:12])[cH:5][c:6]([C:7]#[N:8])[cH:10][cH:11]1. Reactants: BrC1=CC=NC2=C(C=CC=C12)C#N (4-bromoquinoline-8-carbonitrile), FC(C=1C=C(CN)C=CC1)(F)F (3-(trifluoromethyl)benzylamine), C(=O)([O-])[O-].[K+].[K+] (K2CO3). Solvent: C(C)(C)O (iso-propanol). Reaction conditions: temperature 110 celsius. Product: FC(C=1C=C(CNC2=CC=NC3=C(C=CC=C23)C#N)C=CC1)(F)F (4-{[3-(trifluoromethyl)benzyl]amino}quinoline-8-carbonitrile), C(=O)(C(F)(F)F)O (TFA). RXN SMILES: Br[C:2]1[C:11]2[C:6](=[C:7]([C:12]#[N:13])[CH:8]=[CH:9][CH:10]=2)[N:5]=[CH:4][CH:3]=1.[F:14][C:15]([F:25])([F:24])[C:16]1[CH:17]=[C:18]([CH:21]=[CH:22][CH:23]=1)[CH2:19][NH2:20].[C:26]([O-:29])([O-])=[O:27].[K+].[K+]>C(O)(C)C>[F:14][C:15]([F:24])([F:25])[C:16]1[CH:17]=[C:18]([CH:21]=[CH:22][CH:23]=1)[CH2:19][NH:20][C:2]1[C:11]2[C:6](=[C:7]([C:12]#[N:13])[CH:8]=[CH:9][CH:10]=2)[N:5]=[CH:4][CH:3]=1.[C:26]([OH:29])([C:15]([F:25])([F:24])[F:14])=[O:27] |f:2.3.4|. Reported procedure: To a suspension of 4-bromoquinoline-8-carbonitrile (100 mg, 0.43 mmol) in 4 mL of iso-propanol, 3-(trifluoromethyl)benzylamine (150 mg, 0.85 mmol, 2.0 equiv.) and K2CO3 (119 mg, 0.85 mmol, 2.0 equiv.) were added. The resulting mixture was stirred at 110° C. 2 days. After work-up, the crude was purified by preparative HPLC to yield the title compound as TFA salt in 20% yield. 1HNMR (in MeOD): 4.96 (s, 2H), 6.96 (d, J=7.0 Hz, 1H), 7.58-7.71 (m, 3H), 7.76 (s, 1H), 7.86 (dd, J=7.7 and 8.8 Hz, 1H), 8... Product: C(C)(=O)NC1=CC=C(C=N1)/C=C/C(=O)N(CC=1N(C2=CC=CC=C2C1)C)C ((E)-3-[6-acetylamino-pyridin-3-yl]-N-methyl-N-(1-methyl-1H-indol-2-ylmethyl)acrylamide). Starting materials: NC1=CC=C(C=N1)/C=C/C(=O)N(CC=1N(C2=CC=CC=C2C1)C)C ((E)-3-(6-aminopyridin-3-yl)-N-methyl-N-[(1-methyl-1H-indol-2-yl)methyl]acrylamide), C(=O)(O)[O-].[Na+] (NaHCO3), C(C)(=O)OC(C)=O (acetic anhydride). Procedure: To a stirred suspension of (E)-3-(6-aminopyridin-3-yl)-N-methyl-N-[(1-methyl-1H-indol-2-yl)methyl]acrylamide (0.50 g, 1.56 mmole) and NaHCO3 (0.51 g, 6.09 mmole) in THF (75 mL) was added acetic anhydride (0.38 g, 3.74 mmole). The reaction was heated at reflux for 24 hrs and then concentrated. The remaining residue was extracted with EtOAc and purified on silica gel (95:5 CHCl3/CH3OH) to give the title compound (0.54 g, 96%) as an off-white solid: MS (ES) m/e 363 (M+H)+. Isolated yield 95.5%. Solvent: C1CCOC1 (THF). Reaction SMILES: [NH2:1][C:2]1[N:7]=[CH:6][C:5](/[CH:8]=[CH:9]/[C:10]([N:12]([CH3:24])[CH2:13][C:14]2[N:15]([CH3:23])[C:16]3[C:21]([CH:22]=2)=[CH:20][CH:19]=[CH:18][CH:17]=3)=[O:11])=[CH:4][CH:3]=1.C([O-])(O)=O.[Na+].[C:30](OC(=O)C)(=[O:32])[CH3:31]>C1COCC1>[C:30]([NH:1][C:2]1[N:7]=[CH:6][C:5](/[CH:8]=[CH:9]/[C:10]([N:12]([CH3:24])[CH2:13][C:14]2[N:15]([CH3:23])[C:16]3[C:21]([CH:22]=2)=[CH:20][CH:19]=[CH:18][CH:17]=3)=[O:11])=[CH:4][CH:3]=1)(=[O:32])[CH3:31] |f:1.2|.